From a dataset of the Open Reaction Database (ORD), a public repository of structured organic reaction records. describe an organic reaction: reactants, conditions, products, and yield The reactants are CC(=O)O, Cl, O=C(O)CN1C(=O)C(=O)N(Cc2cccc([N+](=O)[O-])c2)C1=S, O=C([O-])CN1CC(=O)NC1=O. Product: O=C(O)CN1CC(=O)N(Cc2cccc([N+](=O)[O-])c2)C1=O. Reaction SMILES: [CH3:35][C:36](=[O:37])[OH:38].[ClH:34].[N+:12](=[O:13])([O-:14])[c:15]1[cH:16][c:17]([CH2:18][N:19]2[C:20](=[O:21])[C:22](=[O:23])[N:24]([CH2:25][C:26]([OH:27])=[O:28])[C:29]2=[S:30])[cH:31][cH:32][cH:33]1.[O:1]=[C:2]1[NH:3][C:4](=[O:11])[N:5]([CH2:7][C:8](=[O:9])[O-:10])[CH2:6]1>>[O:1]=[C:2]1[N:3]([CH2:18][c:17]2[cH:16][c:15]([N+:12](=[O:13])[O-:14])[cH:33][cH:32][cH:31]2)[C:4](=[O:11])[N:5]([CH2:7][C:8](=[O:9])[OH:10])[CH2:6]1. The solvent is O1CCCC1 (tetrahydrofuran), O1CCCC1 (THF). Yields the product NS(=O)(=O)C1=CC=C(C=C1)N1N=C(C=C1C1=CC=C(C=C1)Cl)CN(OC(=O)OC1=CC=CC=C1)C(=O)OC1=CC=CC=C1 ([[1-[4-(aminosulfonyl)phenyl]-5-(4-chlorophenyl)-1H-pyrazol-3-yl]methyl]-N,O-bis(phenoxycarbonyl)hydroxylamine). Reported procedure: A solution of 4-[5-(4-chlorophenyl-3-hydroxymethyl-1H-pyrazol-1-yl]benzenesulfonamide from Step 4 (7.28 g, 0.02 mol), triphenylphosphine (6.29 g, 0.024 mol) and N,O-bis(phenoxycarbonyl)hydroxylamine prepared as described by A. O. Stewart and D. W. Brooks, [J. Org. Chem., 57, 5020-5023 (1992)] (6.01 g, 0.022 mol) in 250 mL of anhydrous tetrahydrofuran (THF) was cooled to 0° C. and treated with diisopropylazodicarboxylate (3.75 g, 0.024 mol) dissolved in 25 mL of THF. The solution was stirred at r... Reaction SMILES: [Cl:1][C:2]1[CH:7]=[CH:6][C:5]([C:8]2[N:12]([C:13]3[CH:18]=[CH:17][C:16]([S:19]([NH2:22])(=[O:21])=[O:20])=[CH:15][CH:14]=3)[N:11]=[C:10]([CH2:23]O)[CH:9]=2)=[CH:4][CH:3]=1.C1(P(C2C=CC=CC=2)C2C=CC=CC=2)C=CC=CC=1.[O:44]([C:51]([NH:53][O:54][C:55]([O:57][C:58]1[CH:63]=[CH:62][CH:61]=[CH:60][CH:59]=1)=[O:56])=[O:52])[C:45]1[CH:50]=[CH:49][CH:48]=[CH:47][CH:46]=1.CC(OC(/N=N/C(OC(C)C)=O)=O)C>O1CCCC1>[NH2:22][S:19]([C:16]1[CH:15]=[CH:14][C:13]([N:12]2[C:8]([C:5]3[CH:6]=[CH:7][C:2]([Cl:1])=[CH:3][CH:4]=3)=[CH:9][C:10]([CH2:23][N:53]([C:51]([O:44][C:45]3[CH:46]=[CH:47][CH:48]=[CH:49][CH:50]=3)=[O:52])[O:54][C:55]([O:57][C:58]3[CH:59]=[CH:60][CH:61]=[CH:62][CH:63]=3)=[O:56])=[N:11]2)=[CH:18][CH:17]=1)(=[O:21])=[O:20]. Conditions: time 3 hour. Reactants: ClC1=CC=C(C=C1)C1=CC(=NN1C1=CC=C(C=C1)S(=O)(=O)N)CO (4-(5-(4-chlorophenyl)-3-hydroxymethyl-1H-pyrazol-1-yl]benzenesulfonamide), C1(=CC=CC=C1)P(C1=CC=CC=C1)C1=CC=CC=C1 (triphenylphosphine), O(C1=CC=CC=C1)C(=O)NOC(=O)OC1=CC=CC=C1 (N,O-bis(phenoxycarbonyl)hydroxylamine), CC(C)OC(=O)/N=N/C(=O)OC(C)C (diisopropylazodicarboxylate). Yield: 75.0%. Reactants: S1C(=CC=C1)C[C@H](N)C(=O)O (3-(2-thienyl)-alanine), C=O (HCHO). Reaction conditions: temperature 60 celsius. The product is S1C=CC=2CNC(CC21)C(=O)O (4,5,6,7-tetrahydro-thieno[3,2-c]pyridine-6-carboxylic acid). RXN SMILES: [S:1]1[CH:5]=[CH:4][CH:3]=[C:2]1[CH2:6][C@@H:7]([C:9]([OH:11])=[O:10])[NH2:8].[CH2:12]=O>>[S:1]1[C:2]2[CH2:6][CH:7]([C:9]([OH:11])=[O:10])[NH:8][CH2:12][C:3]=2[CH:4]=[CH:5]1. Procedure: A suspension of (D,L) 3-(2-thienyl)-alanine (302 mg, 1.77 mmol) in 37% aq. HCHO (4 mL) was heated at 60° C. for 2 h. The suspension became clear. It was concentrated in vacuo to give the titled compound (323 mg), which was used in the next step without further purification. MS 184.3 (M+H) The reactants are C=C(CC)C(=O)c1ccc(OCC(=O)O)cc1Br, O=S(=O)(O)O. Product: CCC1Cc2cc(OCC(=O)O)cc(Br)c2C1=O. As a reaction SMILES: [Br:1][c:2]1[cH:3][c:4]([O:5][CH2:6][C:7](=[O:8])[OH:9])[cH:10][cH:11][c:12]1[C:13]([C:14]([CH2:15][CH3:16])=[CH2:17])=[O:18].[S:19](=[O:20])(=[O:21])([OH:22])[OH:23]>>[Br:1][c:2]1[cH:3][c:4]([O:5][CH2:6][C:7](=[O:8])[OH:9])[cH:10][c:11]2[c:12]1[C:13](=[O:18])[CH:14]([CH2:15][CH3:16])[CH2:17]2. Starting materials: CC(c1ccccc1)C(NC(=O)OC(C)(C)C)C(=O)O, COC(=O)c1csc(N)n1, CN(C)C=O, CCOC(C)=O, On1nnc2ccccc21. Product: COC(=O)c1csc(NC(=O)C(NC(=O)OC(C)(C)C)C(C)c2ccccc2)n1. As a reaction SMILES: [C:11]([CH3:12])([CH3:13])([CH3:14])[O:15][C:16](=[O:17])[NH:18][CH:19]([C:20](=[O:21])[OH:22])[CH:23]([CH3:24])[c:25]1[cH:26][cH:27][cH:28][cH:29][cH:30]1.[CH3:1][O:2][C:3](=[O:4])[c:5]1[n:6][c:7]([NH2:10])[s:8][cH:9]1.[CH3:41][N:42]([CH3:43])[CH:44]=[O:45].[CH3:46][CH2:47][O:48][C:49](=[O:50])[CH3:51].[OH:31][n:32]1[c:33]2[cH:34][cH:35][cH:36][cH:37][c:38]2[n:39][n:40]1>>[CH3:1][O:2][C:3](=[O:4])[c:5]1[n:6][c:7]([NH:10][C:20]([CH:19]([NH:18][C:16]([O:15][C:11]([CH3:12])([CH3:13])[CH3:14])=[O:17])[CH:23]([CH3:24])[c:25]2[cH:26][cH:27][cH:28][cH:29][cH:30]2)=[O:21])[s:8][cH:9]1.